describe an organic reaction: reactants, conditions, products, and yield From a dataset of the Open Reaction Database (ORD), a public repository of structured organic reaction records. Reactants: [OH-].[Na+] (NaOH), C(C)OC(=O)C1=NNC(=C1)CCC(C)C (5-(3-methylbutyl)-1H-pyrazole-3-carboxylic acid ethyl ester). The solvent is CO (MeOH). Yields the product CC(CCC1=CC(=NN1)C(=O)O)C (5-(3-methylbutyl)-1H-pyrazole-3-carboxylic acid). The yield is 97.6%. Reaction SMILES: [OH-].[Na+].C([O:5][C:6]([C:8]1[CH:12]=[C:11]([CH2:13][CH2:14][CH:15]([CH3:17])[CH3:16])[NH:10][N:9]=1)=[O:7])C>CO>[CH3:16][CH:15]([CH3:17])[CH2:14][CH2:13][C:11]1[NH:10][N:9]=[C:8]([C:6]([OH:7])=[O:5])[CH:12]=1 |f:0.1|. Procedure: Freshly prepared aq. NaOH (10 M in H2O, 80.85 mmol) was added to a stirring, room temperature solution of 47 (3.40 g, 16.17 mmol) in MeOH (40.4 mL, 0.4 M) under N2. The reaction was then heated to reflux until the reaction was judged complete by HPLC (6 min): The reaction was concentrated and then dissolved in 14 mL H2O. 10% aq. HCl was added dropwise until the pH=2. The white solid that precipitated from the reaction was filtered off and washed with cold H2O. The solid was dried under vacuum ov... Reactants: BrBr, CC(=O)[O-], CC(=O)O, [Fe], [Na+], COc1ccc(C=O)cc1O. Yields the product COc1ccc(C=O)c(Br)c1O. As a reaction SMILES: [Br:17][Br:18].[CH3:13][C:14](=[O:15])[O-:16].[CH3:19][C:20](=[O:21])[OH:22].[Fe:23].[Na+:12].[O:1]=[CH:2][c:3]1[cH:4][c:5]([OH:6])[c:7]([O:8][CH3:9])[cH:10][cH:11]1>>[O:1]=[CH:2][c:3]1[c:4]([Br:17])[c:5]([OH:6])[c:7]([O:8][CH3:9])[cH:10][cH:11]1.